This data is from the Open Reaction Database (ORD), a public repository of structured organic reaction records. The task is: describe an organic reaction: reactants, conditions, products, and yield Starting materials: C1CCOC1, O=C(CCl)c1cc(Cl)c2[nH]c(=O)oc2c1. The product is O=c1[nH]c2c(Cl)cc(C(O)CCl)cc2o1. As a reaction SMILES: [CH2:16]1[O:17][CH2:18][CH2:19][CH2:20]1.[Cl:1][CH2:2][C:3](=[O:4])[c:5]1[cH:6][c:7]2[c:8]([nH:9][c:10](=[O:12])[o:11]2)[c:13]([Cl:15])[cH:14]1>>[Cl:1][CH2:2][CH:3]([OH:4])[c:5]1[cH:6][c:7]2[c:8]([nH:9][c:10](=[O:12])[o:11]2)[c:13]([Cl:15])[cH:14]1. Reactants: CC(=O)O, COc1ccc(S(=O)(=O)Cl)cc1OC, Cc1ccccc1, CCOC(C)=O, Nc1nc(-c2cccc([N+](=O)[O-])c2)cs1, [Na+], [OH-], O, c1ccncc1. The product is COc1ccc(S(=O)(=O)Nc2nc(-c3cccc([N+](=O)[O-])c3)cs2)cc1OC. As a reaction SMILES: [C:45]([OH:46])(=[O:47])[CH3:48].[CH3:16][O:17][c:18]1[cH:19][c:20]([S:26](=[O:27])(=[O:28])[Cl:29])[cH:21][cH:22][c:23]1[O:24][CH3:25].[CH3:38][c:39]1[cH:40][cH:41][cH:42][cH:43][cH:44]1.[CH3:50][CH2:51][O:52][C:53]([CH3:54])=[O:55].[N+:1](=[O:2])([O-:3])[c:4]1[cH:5][c:6](-[c:10]2[n:11][c:12]([NH2:15])[s:13][cH:14]2)[cH:7][cH:8][cH:9]1.[Na+:31].[OH-:30].[OH2:49].[cH:32]1[cH:33][cH:34][n:35][cH:36][cH:37]1>>[N+:1](=[O:2])([O-:3])[c:4]1[cH:5][c:6](-[c:10]2[n:11][c:12]([NH:15][S:26]([c:20]3[cH:19][c:18]([O:17][CH3:16])[c:23]([O:24][CH3:25])[cH:22][cH:21]3)(=[O:27])=[O:28])[s:13][cH:14]2)[cH:7][cH:8][cH:9]1.